From a dataset of the Open Reaction Database (ORD), a public repository of structured organic reaction records. describe an organic reaction: reactants, conditions, products, and yield Starting materials: COCCOC, FC(F)(F)c1ccc(Cl)nc1, Cn1nc(-c2c(F)cccc2Cl)nc1-c1ccc(CO)c(Cl)c1, [H-], [Na+], O. The product is Cn1nc(-c2c(F)cccc2Cl)nc1-c1ccc(COc2ccc(C(F)(F)F)cn2)c(Cl)c1. As a reaction SMILES: [CH3:38][O:39][CH2:40][CH2:41][O:42][CH3:43].[Cl:26][c:27]1[n:28][cH:29][c:30]([C:33]([F:34])([F:35])[F:36])[cH:31][cH:32]1.[Cl:3][c:4]1[c:5](-[c:11]2[n:12][n:13]([CH3:25])[c:14](-[c:16]3[cH:17][c:18]([Cl:24])[c:19]([CH2:22][OH:23])[cH:20][cH:21]3)[n:15]2)[c:6]([F:10])[cH:7][cH:8][cH:9]1.[H-:1].[Na+:2].[OH2:37]>>[Cl:3][c:4]1[c:5](-[c:11]2[n:12][n:13]([CH3:25])[c:14](-[c:16]3[cH:17][c:18]([Cl:24])[c:19]([CH2:22][O:23][c:27]4[n:28][cH:29][c:30]([C:33]([F:34])([F:35])[F:36])[cH:31][cH:32]4)[cH:20][cH:21]3)[n:15]2)[c:6]([F:10])[cH:7][cH:8][cH:9]1. Starting materials: CCOC(C)=O, O=C[O-], COc1c(-c2coc(C(=O)O)c2)cccc1[N+](=O)[O-], [NH4+]. Product: COc1c(N)cccc1-c1coc(C(=O)O)c1. Reaction SMILES: [CH3:24][CH2:25][O:26][C:27](=[O:28])[CH3:29].[CH:20]([O-:21])=[O:22].[N+:1]([O-:2])(=[O:3])[c:4]1[c:5]([O:18][CH3:19])[c:6](-[c:10]2[cH:11][c:12]([C:15](=[O:16])[OH:17])[o:13][cH:14]2)[cH:7][cH:8][cH:9]1.[NH4+:23]>>[NH2:1][c:4]1[c:5]([O:18][CH3:19])[c:6](-[c:10]2[cH:11][c:12]([C:15](=[O:16])[OH:17])[o:13][cH:14]2)[cH:7][cH:8][cH:9]1. Reactants: [H-].[Na+] (sodium hydride), N\C(=C/C(=O)OCC)\C(F)(F)F (ethyl 3-amino-4,4,4-trifluorocrotonate), C([O-])([O-])=O.[K+].[K+] (potassium carbonate), CI (methyl iodide), ClC1=CC=C(C2=C1CC(O2)(C)C)N=C=O (4-chloro-2,3-dihydro-2,2-dimethylbenzofuran-7-yl isocyanate). Reaction conditions: temperature -20 celsius, time 1 hour. Yields the product ClC1=CC=C(C2=C1CC(O2)(C)C)N2C(N(C(=CC2=O)C(F)(F)F)C)=O (3-(4-chloro-2,3-dihydro-2,2-dimethylbenzofuran-7-yl)-1-methyl-6-trifluoromethyluracil). Yield: 40.0%. Reaction SMILES: [H-].[Na+].[NH2:3]/[C:4](/[C:11]([F:14])([F:13])[F:12])=[CH:5]\[C:6]([O:8]CC)=O.[Cl:15][C:16]1[C:21]2[CH2:22][C:23]([CH3:26])([CH3:25])[O:24][C:20]=2[C:19]([N:27]=[C:28]=[O:29])=[CH:18][CH:17]=1.[C:30](=O)([O-])[O-].[K+].[K+].CI>>[Cl:15][C:16]1[C:21]2[CH2:22][C:23]([CH3:26])([CH3:25])[O:24][C:20]=2[C:19]([N:27]2[C:6](=[O:8])[CH:5]=[C:4]([C:11]([F:12])([F:13])[F:14])[N:3]([CH3:30])[C:28]2=[O:29])=[CH:18][CH:17]=1 |f:0.1,4.5.6|. Reported procedure: A mixture of 0.40 g (0.01 0 mole) of sodium hydride and 1.83 g (0.10 mole) of ethyl 3-amino-4,4,4-trifluorocrotonate was cooled to -20° C. To this mixture was slowly added 2.23 g (0.01 mole) of 4-chloro-2,3-dihydro-2,2-dimethylbenzofuran-7-yl isocyanate. Upon completion of addition, the reaction mixture was allowed to warm to ambient temperature at which it was stirred for one hour. At the conclusion of this period the reaction mixture was heated to 85° C. at which it was stirred for approximate... Reactants: BrC1=CC=C2C=CN=CC2=C1 (7-Bromoisoquinoline), [Li]CCCC (n-BuLi), CN(C)CCN(C)C (TMEDA), O-TBS estrone, C(=O)=O.C(C)(C)O (dry ice isopropanol). Solvent: C1CCOC1 (THF), C1CCOC1 (THF). Reaction conditions: time 40 minute. Yields the product C1(=NC=CC2=CC=CC=C12)O (isoquinolinol), 28. Isolated yield 74.0%. RXN SMILES: Br[C:2]1[CH:11]=[C:10]2[C:5]([CH:6]=[CH:7][N:8]=[CH:9]2)=[CH:4][CH:3]=1.C(=O)=[O:13].C(O)(C)C.[Li]CCCC.CN(CCN(C)C)C>C1COCC1>[C:9]1([OH:13])[C:10]2[C:5](=[CH:4][CH:3]=[CH:2][CH:11]=2)[CH:6]=[CH:7][N:8]=1 |f:1.2|. Reported procedure: 7-Bromoisoquinoline (40 mg, 0.193 mmol, 3 equiv) was dissolved in THF (1 mL, 0.19 M) and cooled down to −72° C. (dry ice-isopropanol bath), after which n-BuLi (88 μL, 2.3 M, 0.19 mmol, 3 equiv) was added dropwise. After 40 minutes, TMEDA (88 μL, 0.58 mmol, 9 equiv) was added into the solution. After 10 minutes, O-TBS-estrone (25 mg, 0.065 mmol, 1 equiv) in THF (0.3 mL, 0.22 M in THF) was added dropwise into the reaction solution. After 40 minutes, the reaction was quenched by the addition of sat... Starting materials: O=C(Br)CBr, O=C([O-])O, CCc1ccc(OC2CCNCC2)cc1, ClCCl, [Na+], O. The product is CCc1ccc(OC2CCN(C(=O)CBr)CC2)cc1. RXN SMILES: [Br:1][CH2:2][C:3](=[O:4])[Br:5].[C:6](=[O:7])([OH:8])[O-:9].[CH2:11]([CH3:12])[c:13]1[cH:14][cH:15][c:16]([O:17][CH:18]2[CH2:19][CH2:20][NH:21][CH2:22][CH2:23]2)[cH:24][cH:25]1.[Cl:27][CH2:28][Cl:29].[Na+:10].[OH2:26]>>[Br:1][CH2:2][C:3](=[O:4])[N:21]1[CH2:20][CH2:19][CH:18]([O:17][c:16]2[cH:15][cH:14][c:13]([CH2:11][CH3:12])[cH:25][cH:24]2)[CH2:23][CH2:22]1. Starting materials: CC(=O)N1C(CO)C(c2cc(C)cs2)OC1(C)C, CC(=O)OC(C)=O, [Na+], [OH-], O, Cc1ccc(S(=O)(=O)O)cc1. The product is Cc1csc(C(O)C(N)CO)c1. Reaction SMILES: [CH3:1][c:2]1[cH:3][c:4]([CH:7]2[CH:8]([CH2:17][OH:18])[N:9]([C:14](=[O:15])[CH3:16])[C:10]([CH3:12])([CH3:13])[O:11]2)[s:5][cH:6]1.[CH3:30][C:31]([O:32][C:33](=[O:34])[CH3:35])=[O:36].[Na+:38].[OH-:37].[OH2:39].[c:19]1([CH3:20])[cH:21][cH:22][c:23]([S:24]([OH:25])(=[O:26])=[O:27])[cH:28][cH:29]1>>[CH3:1][c:2]1[cH:3][c:4]([CH:7]([CH:8]([NH2:9])[CH2:17][OH:18])[OH:11])[s:5][cH:6]1. The reactants are nitro, C(\C=C\C)(=O)OC (methyl crotonate), bromo, BrCCC=C(C)C (5-bromo-2-methyl-2-pentene), 8-bromo-2,6-dimethyl-5-[2-(tetrahydropyran-2-yloxy)]-2-octene, Grignard reagent, [Br-] (bromide), CC(C)=CCC[N+](=O)[O-] (2-methyl-5-nitro-2-pentene), N(=O)[O-].[Na+] (sodium nitrite). The solvent is CS(=O)C (dimethylsulfoxide). Yields the product CC(CC(=O)OC)C(CC=C(C)C)[N+](=O)[O-] (methyl 3,7-dimethyl-4-nitro-6-octenoate). As a reaction SMILES: BrCCC=C(C)C.[Br-].[CH3:9][C:10](=[CH:12][CH2:13][CH2:14][N+:15]([O-:17])=[O:16])[CH3:11].N([O-])=O.[Na+].[C:22]([O:27][CH3:28])(=[O:26])/[CH:23]=[CH:24]/[CH3:25]>CS(C)=O>[CH3:25][CH:24]([CH:14]([N+:15]([O-:17])=[O:16])[CH2:13][CH:12]=[C:10]([CH3:11])[CH3:9])[CH2:23][C:22]([O:27][CH3:28])=[O:26] |f:3.4|. Procedure: The bromo compound, 8-bromo-2,6-dimethyl-5-[2-(tetrahydropyran-2-yloxy)]-2-octene, used to prepare the Grignard reagent in the first step in the synthesis is prepared by a series of reactions using 5-bromo-2-methyl-2-pentene as the starting material. The bromide is first converted to 2-methyl-5-nitro-2-pentene by reaction with sodium nitrite in dimethylsulfoxide. The nitro compound is then reacted with methyl crotonate to form methyl 3,7-dimethyl-4-nitro-6-octenoate. Reaction of the octenoate de... Starting materials: C(C1=CC=CC=C1)OC(C(=O)OCC)C(=O)OCC (Diethyl benzyloxymalonate), ice, [OH-].[K+] (potassium hydroxide). Solvent: C(C)O (ethanol). Conditions: time 30 minute. The product is dipotassium, C(C1=CC=CC=C1)OC(C(=O)O)C(=O)O (benzyloxymalonic acid). Yield: 68.1%. Reaction SMILES: [CH2:1]([O:8][CH:9]([C:15]([O:17]CC)=[O:16])[C:10]([O:12]CC)=[O:11])[C:2]1[CH:7]=[CH:6][CH:5]=[CH:4][CH:3]=1.[OH-].[K+]>C(O)C>[CH2:1]([O:8][CH:9]([C:15]([OH:17])=[O:16])[C:10]([OH:12])=[O:11])[C:2]1[CH:3]=[CH:4][CH:5]=[CH:6][CH:7]=1 |f:1.2|. Procedure: Diethyl benzyloxymalonate (6.0 g., 22.6 mmoles) was added to an ice cold solution of potassium hydroxide (2.66 g., 47.5 mmoles) in absolute ethanol. The mixture was stirred until a homogenous mixture was obtained and stirring continued for an additional 30 minutes in a cold environment. Stirring was thereafter conducted under an atmosphere of argon at room temperature for about 16 hours. The product was filtered, washed with ethanol, and diethyl ether and then dried under vacuum to yield the dip... Starting materials: O=C([O-])[O-], O=Cc1cc(F)cc(F)c1, [K+], [K+], C[N+](=O)[O-], C1CCOC1. The product is O=[N+]([O-])CC(O)c1cc(F)cc(F)c1. RXN SMILES: [C:5](=[O:6])([O-:7])[O-:8].[F:11][c:12]1[cH:13][c:14]([CH:15]=[O:16])[cH:17][c:18]([F:20])[cH:19]1.[K+:10].[K+:9].[N+:1](=[O:2])([O-:3])[CH3:4].[O:21]1[CH2:22][CH2:23][CH2:24][CH2:25]1>>[N+:1](=[O:2])([O-:3])[CH2:4][CH:15]([c:14]1[cH:13][c:12]([F:11])[cH:19][c:18]([F:20])[cH:17]1)[OH:16].